This data is from the Open Reaction Database (ORD), a public repository of structured organic reaction records. The task is: describe an organic reaction: reactants, conditions, products, and yield The reactants are ice, ClC(=O)C=1C(=NC=CC1)C(=O)OC(C)C (isopropyl 3-(chlorocarbonyl)pyridine-2-carboxylate), Cl.COC(CN)=O (glycine methyl ester hydrochloride), C(C)(C)N(CC)C(C)C (diisopropylethylamine). Solvent: C(Cl)Cl (CH2Cl2), C(Cl)Cl (CH2Cl2). Yields the product CN(CC(=O)O)C(=O)C=1C(=NC=CC1)C(=O)OC(C)C (methyl-N-{[2-(isopropoxycarbonyl)pyridin-3-yl]carbonyl}glycine). As a reaction SMILES: Cl[C:2]([C:4]1[C:5]([C:10]([O:12][CH:13]([CH3:15])[CH3:14])=[O:11])=[N:6][CH:7]=[CH:8][CH:9]=1)=[O:3].Cl.C[O:18][C:19](=[O:22])[CH2:20][NH2:21].[CH:23](N(C(C)C)CC)(C)C>C(Cl)Cl>[CH3:23][N:21]([C:2]([C:4]1[C:5]([C:10]([O:12][CH:13]([CH3:15])[CH3:14])=[O:11])=[N:6][CH:7]=[CH:8][CH:9]=1)=[O:3])[CH2:20][C:19]([OH:18])=[O:22] |f:1.2|. Procedure details: A solution of isopropyl 3-(chlorocarbonyl)pyridine-2-carboxylate (prepared as in P. Ornstein et. al. J. Med. Chem. 1989, 32, 827) (6.577 g, 31.44 mmol) in CH2Cl2 (50 ml) was added dropwise to a solution of glycine methyl ester hydrochloride (4.34 g, 34.58 mmol) and diisopropylethylamine (12.6 ml, 72.31 mmol) in CH2Cl2 (65 ml) at 0 C. The reaction was stirred for 16 hrs during which time the ice bath was allowed to expire. The solvent was evaporated in vacuo and the residue was used in the next s... Starting materials: O=C(O)c1ccc(Cl)s1, NCc1ccn(-c2ccc(I)cc2)c1, CN(C)C=O, O. The product is O=C(NCc1ccn(-c2ccc(I)cc2)c1)c1ccc(Cl)s1. Reaction SMILES: [Cl:1][c:2]1[cH:3][cH:4][c:5]([C:7](=[O:8])[OH:9])[s:6]1.[I:10][c:11]1[cH:12][cH:13][c:14](-[n:17]2[cH:18][c:19]([CH2:22][NH2:23])[cH:20][cH:21]2)[cH:15][cH:16]1.[O:25]=[CH:26][N:27]([CH3:28])[CH3:29].[OH2:24]>>[Cl:1][c:2]1[cH:3][cH:4][c:5]([C:7](=[O:9])[NH:23][CH2:22][c:19]2[cH:18][n:17](-[c:14]3[cH:13][cH:12][c:11]([I:10])[cH:16][cH:15]3)[cH:21][cH:20]2)[s:6]1. Starting materials: NC=1N=CN(C1C(=O)N)CCCC1=CC=CC=C1 (4-amino-1-(3-phenylpropyl)-5-imidazolecarboxamide), C(C)(C)(C)OC(=O)N(C)CC(=O)O (2-(N-t-butyloxycarbonyl-N-methylamino)acetic acid). The product is C(C)(C)(C)OC(=O)N(C)CC(=O)NC=1N=CN(C1C(=O)N)CCCC1=CC=CC=C1 (4-(2-(N-t-butyloxycarbonyl-N-methylamino)acetylamino)-1-(3-phenylpropyl)-5-imidazolecarboxamide). Yield: 94.0%. RXN SMILES: [NH2:1][C:2]1[N:3]=[CH:4][N:5]([CH2:10][CH2:11][CH2:12][C:13]2[CH:18]=[CH:17][CH:16]=[CH:15][CH:14]=2)[C:6]=1[C:7]([NH2:9])=[O:8].[C:19]([O:23][C:24]([N:26]([CH2:28][C:29](O)=[O:30])[CH3:27])=[O:25])([CH3:22])([CH3:21])[CH3:20]>>[C:19]([O:23][C:24]([N:26]([CH2:28][C:29]([NH:1][C:2]1[N:3]=[CH:4][N:5]([CH2:10][CH2:11][CH2:12][C:13]2[CH:18]=[CH:17][CH:16]=[CH:15][CH:14]=2)[C:6]=1[C:7]([NH2:9])=[O:8])=[O:30])[CH3:27])=[O:25])([CH3:22])([CH3:21])[CH3:20]. Reported procedure: An amidation reaction and post-treatment were carried out following the conditions of Example 17, using 2.00 g (8.19 mmol) of 4-amino-1-(3-phenylpropyl)-5-imidazolecarboxamide prepared in the same manner as in Example 114 and 2-(N-t-butyloxycarbonyl-N-methylamino)acetic acid instead of 3-pyridylacetic acid hydrochloride to obtain 3.20 g of 4-(2-(N-t-butyloxycarbonyl-N-methylamino)acetylamino)-1-(3-phenylpropyl)-5-imidazolecarboxamide (yield 94%). Starting materials: [H][H] (hydrogen), C(C)(=O)O[C@H]1[C@@H](O[C@@H]([C@H]([C@@H]1OC(C)=O)OC(C)=O)COC(C)=O)N=[N+]=[N-] (2,3,4,6-Tetra-O-acetyl-β-D-glucopyranosyl azide), C1=CC=CC=C1.CC(=O)C (benzene acetone). Reagents/catalysts: [Ni] (Raney nickel). Run in C(C)O (ethanol). Product: C1=CC=C2C(=C1)C(=O)C(C2=O)(O)O (ninhydrin). RXN SMILES: C(O[C@@H:5]1[C@@H:10](OC(=O)C)[C@H:9]([O:15]C(=O)C)[C@@H:8]([CH2:19][O:20]C(=O)C)[O:7][C@H:6]1N=[N+]=[N-])(=O)C.[H][H].[CH:29]1[CH:34]=CC=C[CH:30]=1.CC(C)=[O:37]>C(O)C.[Ni]>[CH:6]1[CH:5]=[C:10]2[C:9]([C:8]([OH:7])([OH:37])[C:19](=[O:20])[C:34]2=[CH:29][CH:30]=1)=[O:15] |f:2.3|. Reported procedure: 2,3,4,6-Tetra-O-acetyl-β-D-glucopyranosyl azide (1.56 g, 4.18 mmol.) was dissolved in ethanol (50 ml). The resulting solution was subjected to catalytic hydrogenation in the presence of Raney nickel T-4 catalyst (1.5 ml) under the initial hydrogen pressure of 50 psi for 24 hours to reduce the azide group into amino group. From the reaction solution was taken out a portion thereof which was subjected to TLC on silica gel developed with a developer system of benzene-acetone (9:1 by volume). Accord... Reactants: O (water), C([O-])([O-])=O.[K+].[K+] (potassium carbonate), Cl.ClCC1=NC=CC=C1 (2-chloromethylpyridinehydrochloride), OC1=CC=C(C=C1)C=1C=CC2=C(C=C(CCS2(=O)=O)C(=O)NC2=CC=C(C=C2)CN(C2CCOCC2)C)C1 (7-(4-hydroxyphenyl)-N-[4-[[N-methyl-N-(tetrahydropyran-4-yl)amino]methyl]phenyl]-1,1-dioxo-2,3-dihydro-1-benzothiepine-4-carboxamide). Run in CN(C)C=O (DMF). Conditions: time 30 minute. Yields the product N1=C(C=CC=C1)COC1=CC=C(C=C1)C=1C=CC2=C(C=C(CCS2(=O)=O)C(=O)NC2=CC=C(C=C2)CN(C2CCOCC2)C)C1 (7-[4-(2-pyridylmethoxy)phenyl]-N-[4-[[N-methyl-N-(tetrahydropyran-4-yl)amino]methyl]phenyl]-1,1-dioxo-2,3-dihydro-1-benzothiepine-4-carboxamide). Yield: 2.2%. RXN SMILES: [OH:1][C:2]1[CH:7]=[CH:6][C:5]([C:8]2[CH:9]=[CH:10][C:11]3[S:17](=[O:19])(=[O:18])[CH2:16][CH2:15][C:14]([C:20]([NH:22][C:23]4[CH:28]=[CH:27][C:26]([CH2:29][N:30]([CH3:37])[CH:31]5[CH2:36][CH2:35][O:34][CH2:33][CH2:32]5)=[CH:25][CH:24]=4)=[O:21])=[CH:13][C:12]=3[CH:38]=2)=[CH:4][CH:3]=1.C(=O)([O-])[O-].[K+].[K+].Cl.Cl[CH2:47][C:48]1[CH:53]=[CH:52][CH:51]=[CH:50][N:49]=1.O>CN(C=O)C>[N:49]1[CH:50]=[CH:51][CH:52]=[CH:53][C:48]=1[CH2:47][O:1][C:2]1[CH:7]=[CH:6][C:5]([C:8]2[CH:9]=[CH:10][C:11]3[S:17](=[O:19])(=[O:18])[CH2:16][CH2:15][C:14]([C:20]([NH:22][C:23]4[CH:28]=[CH:27][C:26]([CH2:29][N:30]([CH3:37])[CH:31]5[CH2:36][CH2:35][O:34][CH2:33][CH2:32]5)=[CH:25][CH:24]=4)=[O:21])=[CH:13][C:12]=3[CH:38]=2)=[CH:4][CH:3]=1 |f:1.2.3,4.5|. Procedure: In DMF (3.8 ml) was dissolved 7-(4-hydroxyphenyl)-N-[4-[[N-methyl-N-(tetrahydropyran-4-yl)amino]methyl]phenyl]-1,1-dioxo-2,3-dihydro-1-benzothiepine-4-carboxamide (380 mg). To the mixture was added potassium carbonate (252 mg), and the mixture was stirred for 30 minutes. To the mixture was added 2-chloromethylpyridinehydrochloride (130 mg), and the mixture was stirred at room temperature for 6 hours. The reaction mixture was added to water, and the mixture was extracted with ethyl acetate/THF, w... The reactants are CC#N, O=C([O-])[O-], CC1CCCC(C)NC1, [Cl-], Clc1cc(Cl)ncn1, Cl, [K+], [K+], [NH4+]. The product is CC1CCCC(C)N(c2cc(Cl)ncn2)C1. As a reaction SMILES: [C:27](#[N:28])[CH3:29].[C:9](=[O:10])([O-:11])[O-:12].[CH3:16][CH:17]1[NH:18][CH2:19][CH:20]([CH3:24])[CH2:21][CH2:22][CH2:23]1.[Cl-:25].[Cl:1][c:2]1[n:3][cH:4][n:5][c:6]([Cl:8])[cH:7]1.[ClH:15].[K+:13].[K+:14].[NH4+:26]>>[c:2]1([N:18]2[CH:17]([CH3:16])[CH2:23][CH2:22][CH2:21][CH:20]([CH3:24])[CH2:19]2)[n:3][cH:4][n:5][c:6]([Cl:8])[cH:7]1. Reactants: CC#N, CCN(C(C)C)C(C)C, Cc1cnc(CN)cn1, O=C1CSC(=S)N1. Reaction SMILES: [CH3:26][C:27]#[N:28].[CH:17]([N:18]([CH2:19][CH3:20])[CH:21]([CH3:22])[CH3:23])([CH3:24])[CH3:25].[NH2:1][CH2:2][c:3]1[n:4][cH:5][c:6]([CH3:9])[n:7][cH:8]1.[S:10]1[C:11](=[S:12])[NH:13][C:14](=[O:15])[CH2:16]1>>[NH:1]([CH2:2][c:3]1[n:4][cH:5][c:6]([CH3:9])[n:7][cH:8]1)[C:11]1=[N:13][C:14](=[O:15])[CH2:16][S:10]1. Product: Cc1cnc(CNC2=NC(=O)CS2)cn1.